From a dataset of the Open Reaction Database (ORD), a public repository of structured organic reaction records. describe an organic reaction: reactants, conditions, products, and yield The reactants are [I-].C[N+]1=CC=CC2=CC=C3C=CC=NC3=C12 (1-Methyl-1,10-phenanthrolinium iodide), [OH-].[Na+] (sodium hydroxide). Reagents/catalysts: [Fe-3](C#N)(C#N)(C#N)(C#N)(C#N)C#N.[K+].[K+].[K+] (potassium ferricyanide). Reaction conditions: time 3 hour. Product: CN1C(C=CC2=CC=C3C=CC=NC3=C12)=O (1-Methyl-1,10-phenanthroline-2(1H)-one). The yield is 96.4%. Reaction SMILES: [I-].[CH3:2][N+:3]1[C:16]2[C:7](=[CH:8][CH:9]=[C:10]3[C:15]=2[N:14]=[CH:13][CH:12]=[CH:11]3)[CH:6]=[CH:5][CH:4]=1.[OH-:17].[Na+]>[Fe-3](C#N)(C#N)(C#N)(C#N)(C#N)C#N.[K+].[K+].[K+]>[CH3:2][N:3]1[C:16]2[C:7](=[CH:8][CH:9]=[C:10]3[C:15]=2[N:14]=[CH:13][CH:12]=[CH:11]3)[CH:6]=[CH:5][C:4]1=[O:17] |f:0.1,2.3,4.5.6.7|. Procedure: To a stirred aqueous solution of potassium ferricyanide (92.2 g; 280 mmol) (1.12L), compound (1) (37.6 g; 117 mmol) and an aqueous solution of sodium hydroxide (69.3 g; 1.73 mol) (200 mL) were alternately added in an ice bath (inner temperature of 10 to 15° C.) over 20 minutes. The resulting reaction mixture was stirred at room temperature for 3 hours. Crude crystals which precipitated out were filtered out and dried. The resulting crude crystals were dissolved in toluene (1.1 L) and benzene (45... The reactants are BrCc1ccccc1, CN(C)C=O, [H-], O=c1[nH]c(=O)n(-c2cccc([N+](=O)[O-])c2)c2ncccc12, [Na+]. The product is O=c1c2cccnc2n(-c2cccc([N+](=O)[O-])c2)c(=O)n1Cc1ccccc1. RXN SMILES: [Br:24][CH2:25][c:26]1[cH:27][cH:28][cH:29][cH:30][cH:31]1.[CH3:32][N:33]([CH3:34])[CH:35]=[O:36].[H-:22].[N+:1](=[O:2])([O-:3])[c:4]1[cH:5][c:6](-[n:10]2[c:11](=[O:21])[nH:12][c:13](=[O:20])[c:14]3[c:15]2[n:16][cH:17][cH:18][cH:19]3)[cH:7][cH:8][cH:9]1.[Na+:23]>>[N+:1](=[O:2])([O-:3])[c:4]1[cH:5][c:6](-[n:10]2[c:11](=[O:21])[n:12]([CH2:25][c:26]3[cH:27][cH:28][cH:29][cH:30][cH:31]3)[c:13](=[O:20])[c:14]3[c:15]2[n:16][cH:17][cH:18][cH:19]3)[cH:7][cH:8][cH:9]1. Reactants: COc1ccc(-c2nsc3cc(Cl)c([N+](=O)[O-])cc23)cc1C, [F-], [K+], O, O=S1(=O)CCCC1. The product is COc1ccc(-c2nsc3cc(F)c([N+](=O)[O-])cc23)cc1C. Reaction SMILES: [CH3:1][O:2][c:3]1[cH:4][cH:5][c:6](-[c:10]2[n:11][s:12][c:13]3[c:14]2[cH:15][c:16]([N+:20](=[O:21])[O-:22])[c:17]([Cl:19])[cH:18]3)[cH:7][c:8]1[CH3:9].[F-:23].[K+:24].[OH2:32].[S:25]1(=[O:30])(=[O:31])[CH2:26][CH2:27][CH2:28][CH2:29]1>>[CH3:1][O:2][c:3]1[cH:4][cH:5][c:6](-[c:10]2[n:11][s:12][c:13]3[c:14]2[cH:15][c:16]([N+:20](=[O:21])[O-:22])[c:17]([F:23])[cH:18]3)[cH:7][c:8]1[CH3:9]. Reported procedure: using 1-(4-chloro-2-fluoro-5-hydroxyphenyl)-2-methoxy-4-pentafluoroethyl-6(1H)-pyrimidinone and allyl bromide with sodium carbonate in acetone there is obtained 1-(5-allyloxy-4-chloro-2-fluorophenyl)-2-methoxy-4-pentafluoroethyl-6(1H)-pyrimidinone, m.p. 82°-83° C.; Product: C(C=C)OC=1C(=CC(=C(C1)N1C(=NC(=CC1=O)C(C(F)(F)F)(F)F)OC)F)Cl (1-(5-allyloxy-4-chloro-2-fluorophenyl)-2-methoxy-4-pentafluoroethyl-6(1H)-pyrimidinone). The reactants are ClC1=CC(=C(C=C1O)N1C(=NC(=CC1=O)C(C(F)(F)F)(F)F)OC)F (1-(4-chloro-2-fluoro-5-hydroxyphenyl)-2-methoxy-4-pentafluoroethyl-6(1H)-pyrimidinone), C(C=C)Br (allyl bromide), C([O-])([O-])=O.[Na+].[Na+] (sodium carbonate). Solvent: CC(=O)C (acetone). RXN SMILES: [Cl:1][C:2]1[C:7]([OH:8])=[CH:6][C:5]([N:9]2[C:14](=[O:15])[CH:13]=[C:12]([C:16]([F:22])([F:21])[C:17]([F:20])([F:19])[F:18])[N:11]=[C:10]2[O:23][CH3:24])=[C:4]([F:25])[CH:3]=1.[CH2:26](Br)[CH:27]=[CH2:28].C(=O)([O-])[O-].[Na+].[Na+]>CC(C)=O>[CH2:28]([O:8][C:7]1[C:2]([Cl:1])=[CH:3][C:4]([F:25])=[C:5]([N:9]2[C:14](=[O:15])[CH:13]=[C:12]([C:16]([F:21])([F:22])[C:17]([F:20])([F:18])[F:19])[N:11]=[C:10]2[O:23][CH3:24])[CH:6]=1)[CH:27]=[CH2:26] |f:2.3.4|. The reactants are C(CCCCC)N1C(C2C(C2C1)(C1=CC(=CC=C1)[N+](=O)[O-])C)=O (3-hexyl-6-methyl-6-(3-nitrophenyl)-3-azabicyclo[3.1.0]hexan-2-one), solution, [H-].[Al+3].[Li+].[H-].[H-].[H-] (lithium aluminium hydride), O (Water). Run in O1CCCC1 (tetrahydrofuran), O1CCCC1 (tetrahydrofuran), O1CCCC1 (tetrahydrofuran). Reaction conditions: temperature 50 celsius, time 24 hour. The product is C(CCCCC)N1CC2C(C2C1)(C)C=1C=C(C=CC1)N (3-(3-Hexyl-6-methyl-3-azabicyclo[3.1.0]hex-6-yl)phenylamine). Isolated yield 35.8%. RXN SMILES: [CH2:1]([N:7]1[CH2:12][CH:11]2[CH:9]([C:10]2([CH3:22])[C:13]2[CH:18]=[CH:17][CH:16]=[C:15]([N+:19]([O-])=O)[CH:14]=2)[C:8]1=O)[CH2:2][CH2:3][CH2:4][CH2:5][CH3:6].[H-].[Al+3].[Li+].[H-].[H-].[H-].O>O1CCCC1>[CH2:1]([N:7]1[CH2:12][CH:11]2[CH:9]([C:10]2([C:13]2[CH:14]=[C:15]([NH2:19])[CH:16]=[CH:17][CH:18]=2)[CH3:22])[CH2:8]1)[CH2:2][CH2:3][CH2:4][CH2:5][CH3:6] |f:1.2.3.4.5.6|. Procedure: To a solution of 3-hexyl-6-methyl-6-(3-nitrophenyl)-3-azabicyclo[3.1.0]hexan-2-one (Preparation 11, 10.7 g, 33.86 mmol) in tetrahydrofuran (500 ml) under nitrogen, was added dropwise over 1 h at room temperature a 1.0 M solution of lithium aluminium hydride in tetrahydrofuran (100 ml, 100 mmol). The mixture was heated to 50° C. for 2 h, then cooled to room temperature. Water (50 ml) was carefully added, and the mixture was stirred for 1 h, before the tetrahydrofuran was removed in vacuo. The aqu...